Dataset: the Open Reaction Database (ORD), a public repository of structured organic reaction records. Task: describe an organic reaction: reactants, conditions, products, and yield Reactants: O=C(NC(=S)Nc1cc(Br)cc(I)c1)c1ccccc1, C[O-], CO, [Na+]. Yields the product NC(=S)Nc1cc(Br)cc(I)c1. Reaction SMILES: [C:1](=[O:2])([c:3]1[cH:4][cH:5][cH:6][cH:7][cH:8]1)[NH:9][C:10](=[S:11])[NH:12][c:13]1[cH:14][c:15]([Br:20])[cH:16][c:17]([I:19])[cH:18]1.[CH3:21][O-:22].[CH3:24][OH:25].[Na+:23]>>[NH2:9][C:10](=[S:11])[NH:12][c:13]1[cH:14][c:15]([Br:20])[cH:16][c:17]([I:19])[cH:18]1. Reactants: CC1=[N+](C=CC(=C1)[N+](=O)[O-])[O-] (2-methyl-4-nitropyridine 1-oxide), C[O-].[Na+] (Sodium methoxide), CCOC(=O)C (EtOAc). Solvent: CO (MeOH), petroleum ether. Run at temperature 80 celsius, time 2 hour. Yields the product COC1=CC(=[N+](C=C1)[O-])C (4-Methoxy-2-methylpyridine 1-oxide). Reaction SMILES: [CH3:1][C:2]1[CH:7]=[C:6]([N+]([O-])=O)[CH:5]=[CH:4][N+:3]=1[O-:11].C[O-].[Na+].C[CH2:16][O:17]C(C)=O>CO>[CH3:16][O:17][C:6]1[CH:5]=[CH:4][N+:3]([O-:11])=[C:2]([CH3:1])[CH:7]=1 |f:1.2|. Procedure: To a stirred solution of 2-methyl-4-nitropyridine 1-oxide (24 g, 0.155 mol) in MeOH (100 mL). Sodium methoxide (10 g, 0.187 mol, Aldrich) was added, and the reaction mixture was stirred for 2 h at 80° C. Reaction progress was monitored by TLC (50% EtOAc in petroleum ether). The reaction mixture was concentrated and water (50 mL) was added and the aqueous solution was extracted with EtOAc (4×50 mL). The combined organic layers were dried over sodium sulfate, filtered and concentrated to afford th... Starting materials: [I-].[K+] (potassium iodide), O(C1=CC=CC=C1)CCCBr (3-phenoxypropyl bromide), Cl.ClC=1C=C(C=CC1)N1CCN(CC1)CCCN1C(NN=C1CC)=O (4-[3-[4-(3-chlorophenyl)-1-piperazinyl]propyl]-5-ethyl-2,4-dihydro-3H-1,2,4-triazol-3-one hydrochloride), C([O-])([O-])=O.[K+].[K+] (potassium carbonate). Run in C(C)#N (acetonitrile). Product: O.Cl.Cl.ClC=1C=C(C=CC1)N1CCN(CC1)CCCN1C(N(N=C1CC)CCCOC1=CC=CC=C1)=O (4-[3-[4-(3-chlorophenyl)-1-piperazinyl]propyl]-5-ethyl-2,4-dihydro-2-(3-phenoxypropyl)-3H-1,2,4-triazol-3-one dihydrochloride hydrate). Yield: 20.0%. As a reaction SMILES: [O:1]([CH2:8][CH2:9][CH2:10]Br)[C:2]1[CH:7]=[CH:6][CH:5]=[CH:4][CH:3]=1.[ClH:12].[Cl:13][C:14]1[CH:15]=[C:16]([N:20]2[CH2:25][CH2:24][N:23]([CH2:26][CH2:27][CH2:28][N:29]3[C:33]([CH2:34][CH3:35])=[N:32][NH:31][C:30]3=[O:36])[CH2:22][CH2:21]2)[CH:17]=[CH:18][CH:19]=1.C(=O)([O-])[O-].[K+].[K+].[I-].[K+]>C(#N)C>[OH2:1].[ClH:13].[ClH:12].[Cl:13][C:14]1[CH:15]=[C:16]([N:20]2[CH2:21][CH2:22][N:23]([CH2:26][CH2:27][CH2:28][N:29]3[C:33]([CH2:34][CH3:35])=[N:32][N:31]([CH2:10][CH2:9][CH2:8][O:1][C:2]4[CH:7]=[CH:6][CH:5]=[CH:4][CH:3]=4)[C:30]3=[O:36])[CH2:24][CH2:25]2)[CH:17]=[CH:18][CH:19]=1 |f:1.2,3.4.5,6.7,9.10.11.12|. Reported procedure: A mixture of 3-phenoxypropyl bromide (3.01 g., 0.014 mole), 4-[3-[4-(3-chlorophenyl)-1-piperazinyl]propyl]-5-ethyl-2,4-dihydro-3H-1,2,4-triazol-3-one hydrochloride (5.4 g., 0.014 mole), pulverized potassium carbonate (5.8 g., 0.042 mole) and a trace of potassium iodide in 50 ml. of acetonitrile is refluxed for a 20 hr. period. The hot reaction mixture is filtered, the filtrate concentrated under reduced pressure and residual material taken up in chloroform and filtered. Solvent is removed and fu... The reactants are C(CCCCCCC\C=C/CCCCCCCC)O (oleyl alcohol), C(C(CCCCCCCCCCCCCC)O)O (1,2-hexadecanediol), C1(=CC=CC=C1)C (toluene), B(O)(O)O (boric acid). The solvent is O (water). Conditions: temperature 65 celsius. The product is C(C(CCCCCCCCCCCCCC)O)O.C(CCCCCCC\C=C/CCCCCCCC)O (1,2-Hexadecanediol Oleyl Alcohol). As a reaction SMILES: [CH2:1]([OH:19])[CH2:2][CH2:3][CH2:4][CH2:5][CH2:6][CH2:7][CH2:8]/[CH:9]=[CH:10]\[CH2:11][CH2:12][CH2:13][CH2:14][CH2:15][CH2:16][CH2:17][CH3:18].[CH2:20]([OH:37])[CH:21]([OH:36])[CH2:22][CH2:23][CH2:24][CH2:25][CH2:26][CH2:27][CH2:28][CH2:29][CH2:30][CH2:31][CH2:32][CH2:33][CH2:34][CH3:35].C1(C)C=CC=CC=1.B(O)(O)O>O>[CH2:20]([OH:37])[CH:21]([OH:36])[CH2:22][CH2:23][CH2:24][CH2:25][CH2:26][CH2:27][CH2:28][CH2:29][CH2:30][CH2:31][CH2:32][CH2:33][CH2:34][CH3:35].[CH2:1]([OH:19])[CH2:2][CH2:3][CH2:4][CH2:5][CH2:6][CH2:7][CH2:8]/[CH:9]=[CH:10]\[CH2:11][CH2:12][CH2:13][CH2:14][CH2:15][CH2:16][CH2:17][CH3:18] |f:5.6|. Procedure details: Approximately 54 g of oleyl alcohol, 51 g of 1,2-hexadecanediol and 100 g of toluene were reacted in a 1 liter reaction equipped as described in Example 1. The contents were heated to about 65° C. and 13 g of boric acid were added. The mixture was further heated up to 155° C. over a period of 4 hours until water evolution stopped. Approximately 11 ml. of water were collected by azeotropic distillation. The solvent was removed by vacuum distillation at 155° C. and the product was filtered at 90°-... The reactants are C(C)C1=C(N)C=CC=C1 (2-ethylaniline), C(C)(OCC)(OCC)OCC (triethyl orthoacetate), C(C)(=O)O (acetic acid). Reaction conditions: temperature 195 celsius. The product is C(C)C1=C(C=CC=C1)NC(C)=NC1=C(C=CC=C1)CC (N,N'-Bis(2-ethylphenyl)acetamidine). The yield is 53.7%. Reaction SMILES: [CH2:1]([C:3]1[CH:9]=[CH:8][CH:7]=[CH:6][C:4]=1[NH2:5])[CH3:2].C(O[CH2:19][CH3:20])(OCC)(OCC)C.[C:21](O)(=O)[CH3:22]>>[CH2:1]([C:3]1[CH:9]=[CH:8][CH:7]=[CH:6][C:4]=1[NH:5][C:4](=[N:5][C:21]1[CH:22]=[CH:9][CH:8]=[CH:7][C:6]=1[CH2:19][CH3:20])[CH3:3])[CH3:2]. Procedure details: Following the procedure for Taylor and Ehrhart ((Taylor, E. C. et al., J. Org. Chem. 28:1108 (1963)), a stirred solution, under N2, of 2-ethylaniline (2.14 g, 17.7 mmol), triethyl orthoacetate (1.37 g, 8.5 mmol) and glacial acetic acid (0.45 ml, 7.9 mmol) was refluxed at 95°-110° for 2.5 hours. The resulting clear light brown solution was heated (oil bath temperature was 195° C.) under vacuum (30 mm Hg) and the volatile materials were recovered through a short distillation head. The brown oil re... The reactants are C(C)(C)(C)OC(=O)N[C@@H](CC(=O)N1CC=2N(CC1)C(=NC2C(=O)O)C(F)(F)F)CC2=C(C=C(C(=C2)F)F)F ((R)-7-[3-tert-butoxycarbonylamino-4-(2,4,5-trifluoro-phenyl)-butyryl]-3-trifluoromethyl-5,6,7,8-tetrahydro-imidazo[1,5-a]pyrazine-1-carboxylic acid), C(C)(C)(C)OC(=O)N[C@@H](CC(=O)N1CC=2N(CC1)C(=NC2C(=O)O)C(F)(F)F)CC2=C(C=C(C(=C2)F)F)F ((R)-7-[3-tert-butoxycarbonylamino-4-(2,4,5-trifluoro-phenyl)-butyryl]-3-trifluoromethyl-5,6,7,8-tetrahydro-imidazo[1,5-a]pyrazine-1-carboxylic acid), C(OC(C)Cl)(OC1CCCCC1)=O (1-chloroethyl cyclohexyl carbonate), [I-].[K+] (potassium iodide), C([O-])([O-])=O.[K+].[K+] (potassium carbonate). Run in CN(C=O)C (N,N-dimethylformamide). Yields the product C1(CCCCC1)OC(=O)OCCOC(=O)C=1N=C(N2C1CN(CC2)C(C[C@@H](CC2=C(C=C(C(=C2)F)F)F)NC(=O)OC(C)(C)C)=O)C(F)(F)F ((R)-7-[3-tert-butoxycarbonylamino-4-(2,4,5-trifluoro-phenyl)-butyryl]-3-trifluoromethyl-5,6,7,8-tetrahydro-imidazo[1,5-a]pyrazine-1-carboxylic acid (1-cyclohexyloxycarbonyloxy)-ethyl ester). The yield is 69.4%. Reaction SMILES: [C:1]([O:5][C:6]([NH:8][C@H:9]([CH2:29][C:30]1[CH:35]=[C:34]([F:36])[C:33]([F:37])=[CH:32][C:31]=1[F:38])[CH2:10][C:11]([N:13]1[CH2:18][CH2:17][N:16]2[C:19]([C:25]([F:28])([F:27])[F:26])=[N:20][C:21]([C:22]([OH:24])=[O:23])=[C:15]2[CH2:14]1)=[O:12])=[O:7])([CH3:4])([CH3:3])[CH3:2].[C:39](=[O:51])([O:44][CH:45]1[CH2:50][CH2:49][CH2:48][CH2:47][CH2:46]1)[O:40][CH:41](Cl)[CH3:42].[I-].[K+].C(=O)([O-])[O-].[K+].[K+]>CN(C)C=O>[CH:45]1([O:44][C:39]([O:40][CH2:41][CH2:42][O:23][C:22]([C:21]2[N:20]=[C:19]([C:25]([F:27])([F:28])[F:26])[N:16]3[CH2:17][CH2:18][N:13]([C:11](=[O:12])[CH2:10][C@H:9]([NH:8][C:6]([O:5][C:1]([CH3:4])([CH3:2])[CH3:3])=[O:7])[CH2:29][C:30]4[CH:35]=[C:34]([F:36])[C:33]([F:37])=[CH:32][C:31]=4[F:38])[CH2:14][C:15]=23)=[O:24])=[O:51])[CH2:50][CH2:49][CH2:48][CH2:47][CH2:46]1 |f:2.3,4.5.6|. Procedure details: (R)-7-[3-tert-Butoxycarbonylamino-4-(2,4,5-trifluoro-phenyl)-butyryl]-3-trifluoromethyl-5,6,7,8-tetrahydro-imidazo[1,5-a]pyrazine-1-carboxylic acid 2a (0.275 g, 0.5 mmol) and 4 mL of N,N-dimethylformamide were added to the reaction tube. After stirring until 2a was dissolved, 1-chloroethyl cyclohexyl carbonate (0.124 g, 0.6 mmol), potassium iodide (0.0415 g, 0.25 mmol) and potassium carbonate (0.083 g, 0.6 mmol) were then added to the solution successively. Upon completion of the addition, the r... Reactants: [Cl-].C1(=CC=CC2=CC=CC=C12)OC(=O)C=1N=C(SC1)C1CC[NH2+]CC1 (4-{4-[(1-Naphthyloxy)carbonyl]-1,3-thiazol-2-yl}piperidinium chloride), FC(C1=NN(C(=C1)C(F)(F)F)CC(=O)O)(F)F ([3,5-bis(trifluoromethyl)-1H-pyrazol-1-yl]acetic acid). Yields the product FC(C1=NN(C(=C1)C(F)(F)F)CC(=O)N1CCC(CC1)C=1SC=C(N1)C(=O)OC1=CC=CC2=CC=CC=C12)(F)F (1-Naphthyl 2-(1-{[3,5-bis(trifluoromethyl)-1H-pyrazol-1-yl]acetyl}piperidin-4-yl)-1,3-thiazole-4-carboxylate). Reaction SMILES: [Cl-].[C:2]1([O:12][C:13]([C:15]2[N:16]=[C:17]([CH:20]3[CH2:25][CH2:24][NH2+:23][CH2:22][CH2:21]3)[S:18][CH:19]=2)=[O:14])[C:11]2[C:6](=[CH:7][CH:8]=[CH:9][CH:10]=2)[CH:5]=[CH:4][CH:3]=1.[F:26][C:27]([F:42])([F:41])[C:28]1[CH:32]=[C:31]([C:33]([F:36])([F:35])[F:34])[N:30]([CH2:37][C:38](O)=[O:39])[N:29]=1>>[F:42][C:27]([F:26])([F:41])[C:28]1[CH:32]=[C:31]([C:33]([F:36])([F:34])[F:35])[N:30]([CH2:37][C:38]([N:23]2[CH2:24][CH2:25][CH:20]([C:17]3[S:18][CH:19]=[C:15]([C:13]([O:12][C:2]4[C:11]5[C:6](=[CH:7][CH:8]=[CH:9][CH:10]=5)[CH:5]=[CH:4][CH:3]=4)=[O:14])[N:16]=3)[CH2:21][CH2:22]2)=[O:39])[N:29]=1 |f:0.1|. Procedure details: 4-{4-[(1-Naphthyloxy)carbonyl]-1,3-thiazol-2-yl}piperidinium chloride (X-2, 375 mg) is reacted analogously to Example I-772 with [3,5-bis(trifluoromethyl)-1H-pyrazol-1-yl]acetic acid (288 mg). This gives, after chromatographic purification, 1-naphthyl 2-(1-{[3,5-bis(trifluoromethyl)-1H-pyrazol-1-yl]acetyl}piperidin-4-yl)-1,3-thiazole-4-carboxylate (356 mg, 61%).